This data is from the Open Reaction Database (ORD), a public repository of structured organic reaction records. The task is: describe an organic reaction: reactants, conditions, products, and yield The reactants are COC(=O)C1N2C(=O)C(NC(=O)COc3ccccc3)C2SC1(C)CBr, Cc1nnc(S)s1, CC(C)=O, O=P([O-])([O-])[O-]. Product: COC(=O)C1N2C(=O)C(NC(=O)COc3ccccc3)C2SC1(C)CSc1nnc(C)s1. As a reaction SMILES: [Br:8][CH2:9][C:10]1([CH3:33])[S:11][CH:12]2[N:13]([CH:14]1[C:15](=[O:16])[O:17][CH3:18])[C:19](=[O:32])[CH:20]2[NH:21][C:22]([CH2:23][O:24][c:25]1[cH:26][cH:27][cH:28][cH:29][cH:30]1)=[O:31].[CH3:1][c:2]1[n:3][n:4][c:5]([SH:7])[s:6]1.[CH3:39][C:40](=[O:41])[CH3:42].[O-:34][P:35](=[O:36])([O-:37])[O-:38]>>[CH3:1][c:2]1[n:3][n:4][c:5]([S:7][CH2:9][C:10]2([CH3:33])[S:11][CH:12]3[N:13]([CH:14]2[C:15](=[O:16])[O:17][CH3:18])[C:19](=[O:32])[CH:20]3[NH:21][C:22]([CH2:23][O:24][c:25]2[cH:26][cH:27][cH:28][cH:29][cH:30]2)=[O:31])[s:6]1. Reactants: CCOC(=O)C(Cc1ccc(OCCNC(=O)c2ccc(OC)nc2)cc1)Oc1ccccc1, [Na+], [OH-]. Yields the product COc1ccc(C(=O)NCCOc2ccc(CC(Oc3ccccc3)C(=O)O)cc2)cn1. RXN SMILES: [CH3:1][O:2][c:3]1[n:4][cH:5][c:6]([C:9](=[O:10])[NH:11][CH2:12][CH2:13][O:14][c:15]2[cH:16][cH:17][c:18]([CH2:21][CH:22]([C:23](=[O:24])[O:25][CH2:26][CH3:27])[O:28][c:29]3[cH:30][cH:31][cH:32][cH:33][cH:34]3)[cH:19][cH:20]2)[cH:7][cH:8]1.[Na+:36].[OH-:35]>>[CH3:1][O:2][c:3]1[n:4][cH:5][c:6]([C:9](=[O:10])[NH:11][CH2:12][CH2:13][O:14][c:15]2[cH:16][cH:17][c:18]([CH2:21][CH:22]([C:23](=[O:24])[OH:25])[O:28][c:29]3[cH:30][cH:31][cH:32][cH:33][cH:34]3)[cH:19][cH:20]2)[cH:7][cH:8]1.